From a dataset of the Open Reaction Database (ORD), a public repository of structured organic reaction records. describe an organic reaction: reactants, conditions, products, and yield As a reaction SMILES: [Cl:1][C:2]1[N:7]=[C:6](Cl)[C:5]([F:9])=[CH:4][N:3]=1.[O:10]1[C:19]2[C:14](=[CH:15][CH:16]=[CH:17][C:18]=2B(O)O)[CH2:13][CH2:12][CH2:11]1.C(=O)([O-])[O-].[K+].[K+]>COCCOC.C(OCC)(=O)C.C1C=CC(P(C2C=CC=CC=2)C2C=CC=CC=2)=CC=1.C1C=CC(P(C2C=CC=CC=2)C2C=CC=CC=2)=CC=1.Cl[Pd]Cl>[Cl:1][C:2]1[N:7]=[C:6]([C:18]2[CH:17]=[CH:16][CH:15]=[C:14]3[C:19]=2[O:10][CH2:11][CH2:12][CH2:13]3)[C:5]([F:9])=[CH:4][N:3]=1 |f:2.3.4,7.8.9|. The solvent is C(C)(=O)OCC (ethyl acetate), COCCOC (1,2-dimethoxyethane). The reagents and catalysts are C1=CC=C(C=C1)P(C2=CC=CC=C2)C3=CC=CC=C3.C1=CC=C(C=C1)P(C2=CC=CC=C2)C3=CC=CC=C3.Cl[Pd]Cl (bis(triphenylphosphine)palladium(II)chloride). Procedure details: A batch with 2,4-dichloro-5-fluoropyrimidine (565 mg; 3.28 mmol; Aldrich Chemical Company Inc.), 3,4-dihydro-2H-chromen-8-ylboronic acid (643 mg; 3.61 mmol; Parkway Scientific LLC) and bis(triphenylphosphine)palladium(II)chloride (230 mg; 0.33 mmol) in 1,2-dimethoxyethane (5.4 mL) and 2 M solution of potassium carbonate (4.9 mL) was degassed using argon. The batch was stirred under argon for 16 hours at 90° C. After cooling the batch was diluted with ethyl acetate and washed with brine. The orga... Isolated yield 78.4%. Run at temperature 90 celsius, time 16 hour. Starting materials: ClC1=NC=C(C(=N1)Cl)F (2,4-dichloro-5-fluoropyrimidine), O1CCCC2=CC=CC(=C12)B(O)O (3,4-dihydro-2H-chromen-8-ylboronic acid), solution, C([O-])([O-])=O.[K+].[K+] (potassium carbonate). Product: ClC1=NC=C(C(=N1)C=1C=CC=C2CCCOC12)F (2-Chloro-4-(3,4-dihydro-2H-chromen-8-yl)-5-fluoropyrimidine). Starting materials: C(C)(C)(C)OC(N[C@H]1CN(CCC1)C(=O)C1=CC2=C(N(C(=N2)C2=CC=3C(=NC=CC3)N2CC(F)(F)F)C)C=C1)=O ((R)-tert-butyl(1-(1-methyl-2-(1-(2,2,2-trifluoroethyl)-1H-pyrrolo[2,3-b]pyridin-2-yl)-1H-benzo[d]imidazole-5-carbonyl)piperidin-3-yl)carbamate), C(=O)(C(F)(F)F)O (TFA). Solvent: ClCCl (dichloromethane). Conditions: time 45 minute. Yields the product N[C@H]1CN(CCC1)C(=O)C1=CC2=C(N(C(=N2)C2=CC=3C(=NC=CC3)N2CC(F)(F)F)C)C=C1 ((R)-(3-Aminopiperidin-1-yl)(1-methyl-2-(1-(2,2,2-trifluoroethyl)-1H-pyrrolo[2,3-b]-pyridin-2-yl)-1H-benzo[d]imidazol-5-yl)methanone). The yield is 85.2%. As a reaction SMILES: C(OC(=O)[NH:7][C@@H:8]1[CH2:13][CH2:12][CH2:11][N:10]([C:14]([C:16]2[CH:39]=[CH:38][C:19]3[N:20]([CH3:37])[C:21]([C:23]4[N:31]([CH2:32][C:33]([F:36])([F:35])[F:34])[C:26]5=[N:27][CH:28]=[CH:29][CH:30]=[C:25]5[CH:24]=4)=[N:22][C:18]=3[CH:17]=2)=[O:15])[CH2:9]1)(C)(C)C.C(O)(C(F)(F)F)=O>ClCCl>[NH2:7][C@@H:8]1[CH2:13][CH2:12][CH2:11][N:10]([C:14]([C:16]2[CH:39]=[CH:38][C:19]3[N:20]([CH3:37])[C:21]([C:23]4[N:31]([CH2:32][C:33]([F:36])([F:35])[F:34])[C:26]5=[N:27][CH:28]=[CH:29][CH:30]=[C:25]5[CH:24]=4)=[N:22][C:18]=3[CH:17]=2)=[O:15])[CH2:9]1. Procedure: To a stirred solution of (R)-tert-butyl(1-(1-methyl-2-(1-(2,2,2-trifluoroethyl)-1H-pyrrolo[2,3-b]pyridin-2-yl)-1H-benzo[d]imidazole-5-carbonyl)piperidin-3-yl)carbamate (1.9336 g, 3.47 mmol) in dichloromethane (DCM) (5.5 ml) was added TFA (5.05 ml, 66.0 mmol) dropwise. The reaction mixture was stirred for 45 min. The mixture was concentrated in vacuo, dissolved in methanol and purified by SPE on a pre-conditioned sulfonic acid (SCX) 70 g cartridge. The column was washed with methanol (5 CV) and t... Reactants: BrC1=NC=CC(=C1)[C@H](CC)NC(=O)C=1C2=C(C=NC1)N(N=C2)C2=CC=C(C=C2)F (1-(4-fluorophenyl)-1H-pyrazolo[3,4-c]pyridine-4-carboxylic acid[(S)-1-(2-bromopyridin-4-yl)-propyl]-amide), Cl.CN (methylamine hydrochloride), CCN(C(C)C)C(C)C (DIPEA). Solvent: CS(=O)C (DMSO), C([O-])(O)=O.[Na+] (sodium bicarbonate). Run at temperature 160 celsius, time 16 hour. Product: CNC1=NC=CC(=C1)[C@H](CC)NC(=O)C=1C2=C(C=NC1)N(N=C2)C2=CC=C(C=C2)F (1-(4-Fluorophenyl)-1H-pyrazolo[3,4-c]pyridine-4-carboxylic acid[(S)-1-(2-methylamino-pyridin-4-yl)-propyl]-amide). As a reaction SMILES: Br[C:2]1[CH:7]=[C:6]([C@@H:8]([NH:11][C:12]([C:14]2[C:15]3[CH:22]=[N:21][N:20]([C:23]4[CH:28]=[CH:27][C:26]([F:29])=[CH:25][CH:24]=4)[C:16]=3[CH:17]=[N:18][CH:19]=2)=[O:13])[CH2:9][CH3:10])[CH:5]=[CH:4][N:3]=1.Cl.CN.C[CH2:34][N:35](C(C)C)C(C)C>CS(C)=O.C(=O)(O)[O-].[Na+]>[CH3:34][NH:35][C:2]1[CH:7]=[C:6]([C@@H:8]([NH:11][C:12]([C:14]2[C:15]3[CH:22]=[N:21][N:20]([C:23]4[CH:28]=[CH:27][C:26]([F:29])=[CH:25][CH:24]=4)[C:16]=3[CH:17]=[N:18][CH:19]=2)=[O:13])[CH2:9][CH3:10])[CH:5]=[CH:4][N:3]=1 |f:1.2,5.6|. Reported procedure: A sealed tube charged with 1-(4-fluorophenyl)-1H-pyrazolo[3,4-c]pyridine-4-carboxylic acid[(S)-1-(2-bromopyridin-4-yl)-propyl]-amide (0.10 g, 0.22 mmol), methylamine hydrochloride (45 mg, 0.67 mmol) and DIPEA (203 μL, 1.17 mmol) in DMSO (2 mL) was warmed at 160° C. After 16 hours, the reaction was diluted with saturated aqueous sodium bicarbonate (50 mL) and extracted with dichloromethane (5×10 mL). The organic layer was dried over sodium sulfate, filtered and concentrated. The crude material wa... RXN SMILES: Br[C:2]1[C:7]2[CH2:8][C@@H:9]([CH3:11])[O:10][C:6]=2[C:5]([NH2:12])=[CH:4][C:3]=1[CH3:13].[N:14]1[CH:19]=[CH:18][C:17](B(O)O)=[CH:16][CH:15]=1.C([O-])([O-])=O.[Cs+].[Cs+].O>CN(C=O)C.C1C=CC([P]([Pd]([P](C2C=CC=CC=2)(C2C=CC=CC=2)C2C=CC=CC=2)([P](C2C=CC=CC=2)(C2C=CC=CC=2)C2C=CC=CC=2)[P](C2C=CC=CC=2)(C2C=CC=CC=2)C2C=CC=CC=2)(C2C=CC=CC=2)C2C=CC=CC=2)=CC=1>[CH3:11][C@@H:9]1[CH2:8][C:7]2[C:2]([C:17]3[CH:18]=[CH:19][N:14]=[CH:15][CH:16]=3)=[C:3]([CH3:13])[CH:4]=[C:5]([NH2:12])[C:6]=2[O:10]1 |f:2.3.4,^1:38,40,59,78|. The reagents and catalysts are C=1C=CC(=CC1)[P](C=2C=CC=CC2)(C=3C=CC=CC3)[Pd]([P](C=4C=CC=CC4)(C=5C=CC=CC5)C=6C=CC=CC6)([P](C=7C=CC=CC7)(C=8C=CC=CC8)C=9C=CC=CC9)[P](C=1C=CC=CC1)(C=1C=CC=CC1)C=1C=CC=CC1 (Pd(PPh3)4). Run at temperature 135 celsius, time 1 hour. Procedure: The mixture of (R)-4-bromo-2,5-dimethyl-2,3-dihydrobenzofuran-7-amine (3g) (1.0 g, 4.3 mmol), pyridin-4-ylboronic acid (1.08 g, 8.77 mmol), Cs2CO3 (3.56 g, 10.9 mmol), Pd(PPh3)4 (0.506 g, 0.438 mmol) and water (9 mL) in DMF (44 mL) was stirred at 135° C. under N2 for 1 h. It was cooled to ambient temperature, poured into water (50 mL), extracted with EtOAc (150 mL, washed with water, brine, dried and concentrated. The residue was purified by column chromatography on silica gel eluting with hexan... Reactants: O (water), BrC1=C(C=C(C2=C1C[C@H](O2)C)N)C ((R)-4-bromo-2,5-dimethyl-2,3-dihydrobenzofuran-7-amine), N1=CC=C(C=C1)B(O)O (pyridin-4-ylboronic acid), C(=O)([O-])[O-].[Cs+].[Cs+] (Cs2CO3), O (water). Product: C[C@H]1OC2=C(C1)C(=C(C=C2N)C)C2=CC=NC=C2 ((R)-2,5-dimethyl-4-(pyridin-4-yl)-2,3-dihydrobenzofuran-7-amine). The solvent is CN(C)C=O (DMF). Starting materials: [OH-].[K+] (KOH), ClC1=C(C=CC=C1)C(C#N)N1CC2=C(CC1)SC=C2 ((±)-(2-chlorophenyl)-(6,7-dihydro-4H-thieno[3,2-c]pyrid-5-yl) acetonitrile), O (water), Cl (HCl). Solvent: C(C)(C)(C)O (t-butanol). Conditions: temperature 100 celsius. The product is ClC1=C(C=CC=C1)C(C(=O)O)N1CC2=C(CC1)SC=C2 ((±)-(2-chlorophenyl)-(6,7-dihydro-4H-thieno[3,2-c]pyrid-5-yl)acetic Acid). RXN SMILES: [Cl:1][C:2]1[CH:7]=[CH:6][CH:5]=[CH:4][C:3]=1[CH:8]([N:11]1[CH2:16][CH2:15][C:14]2[S:17][CH:18]=[CH:19][C:13]=2[CH2:12]1)[C:9]#N.Cl.[OH2:21].[OH-:22].[K+]>C(O)(C)(C)C>[Cl:1][C:2]1[CH:7]=[CH:6][CH:5]=[CH:4][C:3]=1[CH:8]([N:11]1[CH2:16][CH2:15][C:14]2[S:17][CH:18]=[CH:19][C:13]=2[CH2:12]1)[C:9]([OH:22])=[O:21] |f:3.4|. Procedure details: To 100 mg (0.3466 mmole) (±)-(2-chlorophenyl)-(6,7-dihydro-4H-thieno[3,2-c]pyrid-5-yl) acetonitrile was dissolved in 2 mL t-butanol and add 1.5 mL HCl was added. The reaction mixture was refluxed for 9 hrs at 100° C. In the end, after the completion of reaction, water was added and pH was brought to 4 with 10% KOH solution. The product was extracted with 5 mL dichloromethane and proceeded as given in the earlier example. The yield was 40 mg (38%).